From a dataset of the Open Reaction Database (ORD), a public repository of structured organic reaction records. describe an organic reaction: reactants, conditions, products, and yield The reactants are ClC1=CC=C2C(N3C(=NC2=C1)CCCCC3)=O (3-chloro-7,8,9,10-tetrahydroazepino[2,1-b]quinazolin-12(6H)-one), Cl (hydrochloric acid). The reagents and catalysts are [Zn] (zinc). Run in C(C)(=O)O (acetic acid). Yields the product ClC1=CC=C2CN3C(=NC2=C1)CCCCC3 (3-chloro-6,7,8,9,10,12-hexahydroazepino[2,1-b]quinazoline). Reaction SMILES: [Cl:1][C:2]1[CH:11]=[C:10]2[C:5]([C:6](=O)[N:7]3[CH2:16][CH2:15][CH2:14][CH2:13][CH2:12][C:8]3=[N:9]2)=[CH:4][CH:3]=1.Cl>C(O)(=O)C.[Zn]>[Cl:1][C:2]1[CH:11]=[C:10]2[C:5]([CH2:6][N:7]3[CH2:16][CH2:15][CH2:14][CH2:13][CH2:12][C:8]3=[N:9]2)=[CH:4][CH:3]=1. Procedure: To a solution of 2 g of 3-chloro-7,8,9,10-tetrahydroazepino[2,1-b]quinazolin-12(6H)-one, dissolved in 50 mL of glacial acetic acid was stirred 25 g of zinc dust with vigorous mechanical stirring. The mixture was heated to 55° C.-60° C. and concentrated hydrochloric acid was added dropwise (approximately 20 mL). The reaction was checked by TLC. Usually between 20 minutes to 5 hours were required for completion. The excess zinc was filtered off, the solution concentrated in vacuo, and basified wit... Starting materials: COC=1C=C2CCC(C2=CC1)=O (5-Methoxy-1-indanone), C1(=CC=CC=C1)C1=NOC(=C1C=O)C (3-phenyl-5-methyl-4-isoxazolecarbaldehyde), [OH-].[Na+] (NaOH), solution. The solvent is CCO (EtOH), O (water). Yields the product COC=1C=C2CC(C(C2=CC1)=O)=CC=1C(=NOC1C)C1=CC=CC=C1 (5-Methoxy-2-(5-methyl-3-phenylisoxazol-4-ylmethylene)indan-1-one). The yield is 48.7%. Reaction SMILES: [CH3:1][O:2][C:3]1[CH:4]=[C:5]2[C:9](=[CH:10][CH:11]=1)[C:8](=[O:12])[CH2:7][CH2:6]2.[C:13]1([C:19]2[C:23]([CH:24]=O)=[C:22]([CH3:26])[O:21][N:20]=2)[CH:18]=[CH:17][CH:16]=[CH:15][CH:14]=1.[OH-].[Na+]>CCO.O>[CH3:1][O:2][C:3]1[CH:4]=[C:5]2[C:9](=[CH:10][CH:11]=1)[C:8](=[O:12])[C:7](=[CH:24][C:23]1[C:19]([C:13]3[CH:18]=[CH:17][CH:16]=[CH:15][CH:14]=3)=[N:20][O:21][C:22]=1[CH3:26])[CH2:6]2 |f:2.3|. Reported procedure: 5-Methoxy-1-indanone (1 g, 6.2 mmol) and 3-phenyl-5-methyl-4-isoxazolecarbaldehyde (1.14 g, 6.2 mmol) were dissolved in EtOH (30 ml) and NaOH(4 drops of a 4M solution in water) was added. The reaction mixture was heated to reflux for 17 h. The reaction mixture was cooled and filtered to obtain the title compound as a yellow solid (1.0 g, 49%). The reactants are ClC1=CC=C(C=N1)[C@H](CN(C(OC(C)(C)C)=O)CCC1=CC=C(C=C1)C1=CC(=C(C=C1)C(=O)NS(=O)(=O)C)NC(C)C)O (tert-butyl [(2R)-2-(6-chloro-3-pyridyl)-2-hydroxyethyl][2-[3′-(isopropylamino)-4′-[[(methylsulfonyl)amino]carbonyl]-4-biphenylyl]ethyl]-carbamate), C(=O)[O-].[NH4+] (ammonium formate). Reagents/catalysts: [Pd] (palladium on carbon). Solvent: CO (methanol), O (water), C(Cl)(Cl)Cl (chloroform). Product: O[C@@H](CN(C(OC(C)(C)C)=O)CCC1=CC=C(C=C1)C1=CC(=C(C=C1)C(=O)NS(=O)(=O)C)NC(C)C)C=1C=NC=CC1 (tert-butyl [(2R)-2-hydroxy-2-(3-pyridyl)ethyl][2-[3′-(isopropylamino)-4′-[[(methylsulfonyl)amino]carbonyl]-4-biphenylyl]ethyl]-carbamate). Yield: 98.6%. Reaction SMILES: Cl[C:2]1[N:7]=[CH:6][C:5]([C@@H:8]([OH:43])[CH2:9][N:10]([CH2:18][CH2:19][C:20]2[CH:25]=[CH:24][C:23]([C:26]3[CH:31]=[CH:30][C:29]([C:32]([NH:34][S:35]([CH3:38])(=[O:37])=[O:36])=[O:33])=[C:28]([NH:39][CH:40]([CH3:42])[CH3:41])[CH:27]=3)=[CH:22][CH:21]=2)[C:11](=[O:17])[O:12][C:13]([CH3:16])([CH3:15])[CH3:14])=[CH:4][CH:3]=1.C([O-])=O.[NH4+]>CO.O.[Pd].C(Cl)(Cl)Cl>[OH:43][C@H:8]([C:5]1[CH:6]=[N:7][CH:2]=[CH:3][CH:4]=1)[CH2:9][N:10]([CH2:18][CH2:19][C:20]1[CH:21]=[CH:22][C:23]([C:26]2[CH:31]=[CH:30][C:29]([C:32]([NH:34][S:35]([CH3:38])(=[O:36])=[O:37])=[O:33])=[C:28]([NH:39][CH:40]([CH3:42])[CH3:41])[CH:27]=2)=[CH:24][CH:25]=1)[C:11](=[O:17])[O:12][C:13]([CH3:14])([CH3:15])[CH3:16] |f:1.2|. Procedure: To a solution of tert-butyl [(2R)-2-(6-chloro-3-pyridyl)-2-hydroxyethyl][2-[3′-(isopropylamino)-4′-[[(methylsulfonyl)amino]carbonyl]-4-biphenylyl]ethyl]-carbamate (132 mg) in methanol (3.0 ml) and water (0.30 ml) were added ammonium formate (66 mg) and palladium on carbon (66 mg) at room temperature. The mixture was stirred under reflux for 1 hour. The suspension was cooled to room temperature, diluted with chloroform and filtrated. The filtrate was concentrated in vacuo and the residue was diss... The reactants are C(C1=CC=CC=C1)(=O)Cl (benzoyl chloride), solution, C(CCC)[Li] (n-butyllithium), C(C)(C)OC1CCC(N1)=O (5-isopropyloxy pyrrolidin-2-one). Run in O1CCCC1 (tetrahydrofuran), CCCCCC (hexane), O1CCCC1 (tetrahydrofuran). Run at time 30 minute. Product: C(C1=CC=CC=C1)(=O)N1C(CCC1OC(C)C)=O (1-benzoyl 5-isopropyloxy pyrrolidin-2-one). Isolated yield 64.4%. RXN SMILES: C([Li])CCC.[CH:6]([O:9][CH:10]1[NH:14][C:13](=[O:15])[CH2:12][CH2:11]1)([CH3:8])[CH3:7].[C:16](Cl)(=[O:23])[C:17]1[CH:22]=[CH:21][CH:20]=[CH:19][CH:18]=1>CCCCCC.O1CCCC1>[C:16]([N:14]1[CH:10]([O:9][CH:6]([CH3:8])[CH3:7])[CH2:11][CH2:12][C:13]1=[O:15])(=[O:23])[C:17]1[CH:22]=[CH:21][CH:20]=[CH:19][CH:18]=1. Procedure details: 11.7 cm3 of a 1.6M solution of n-butyllithium in hexane is added at -70° C. to a solution of 2.5 g of 5-isopropyloxy pyrrolidin-2-one in 60 cm3 of tetrahydrofuran, while maintaining the temperature between -70° C. and -65° C. Agitation is carried out for 30 minutes under these conditions then a solution of 2.46 g of benzoyl chloride in 8 cm3 of tetrahydrofuran is added, maintaining the temperature between -65° C. and -70° C. The temperature is allowed to return to the ambient over 2 hours. After...